This data is from the Open Reaction Database (ORD), a public repository of structured organic reaction records. The task is: describe an organic reaction: reactants, conditions, products, and yield The reactants are O=C(O)c1ccc(-c2cnc3c(c2)N(Cc2cc(Cl)ccc2C(F)(F)F)CCN3)cc1, NCc1cc(C(F)(F)F)cc(C(F)(F)F)c1. Product: O=C(NCc1cc(C(F)(F)F)cc(C(F)(F)F)c1)c1ccc(-c2cnc3c(c2)N(Cc2cc(Cl)ccc2C(F)(F)F)CCN3)cc1. Reaction SMILES: [Cl:1][c:2]1[cH:3][cH:4][c:5]([C:28]([F:29])([F:30])[F:31])[c:6]([CH2:7][N:8]2[c:9]3[c:10]([n:14][cH:15][c:16](-[c:18]4[cH:19][cH:20][c:21]([C:22](=[O:23])[OH:24])[cH:25][cH:26]4)[cH:17]3)[NH:11][CH2:12][CH2:13]2)[cH:27]1.[F:32][C:33]([c:34]1[cH:35][c:36]([CH2:37][NH2:38])[cH:39][c:40]([C:42]([F:43])([F:44])[F:45])[cH:41]1)([F:46])[F:47]>>[Cl:1][c:2]1[cH:3][cH:4][c:5]([C:28]([F:29])([F:30])[F:31])[c:6]([CH2:7][N:8]2[c:9]3[c:10]([n:14][cH:15][c:16](-[c:18]4[cH:19][cH:20][c:21]([C:22](=[O:23])[NH:38][CH2:37][c:36]5[cH:35][c:34]([C:33]([F:32])([F:46])[F:47])[cH:41][c:40]([C:42]([F:43])([F:44])[F:45])[cH:39]5)[cH:25][cH:26]4)[cH:17]3)[NH:11][CH2:12][CH2:13]2)[cH:27]1. Reactants: BrC=1C=NN(C1)C1=NC=CC=C1 (2-(4bromo-1H-pyrazol-1-yl)pyridine), C(#N)C=1C=C(C=CC1)B(O)O (3-cyanophenylboronic acid), C([O-])([O-])=O.[K+].[K+] (potassium carbonate). Reagents/catalysts: C=1C=CC(=CC1)[P](C=2C=CC=CC2)(C=3C=CC=CC3)[Pd]([P](C=4C=CC=CC4)(C=5C=CC=CC5)C=6C=CC=CC6)([P](C=7C=CC=CC7)(C=8C=CC=CC8)C=9C=CC=CC9)[P](C=1C=CC=CC1)(C=1C=CC=CC1)C=1C=CC=CC1 (tetrakis(triphenylphosphine)palladium(0)). The solvent is COCCOC (ethylene glycol dimethyl ether), O (water). Run at temperature 70 celsius, time 15 minute. Yields the product N1=C(C=CC=C1)N1N=CC(=C1)C=1C=C(C#N)C=CC1 (3-(1-pyridin-2-yl-1H-pyrazol-4-yl)benzonitrile). As a reaction SMILES: Br[C:2]1[CH:3]=[N:4][N:5]([C:7]2[CH:12]=[CH:11][CH:10]=[CH:9][N:8]=2)[CH:6]=1.[C:13]([C:15]1[CH:16]=[C:17](B(O)O)[CH:18]=[CH:19][CH:20]=1)#[N:14].C(=O)([O-])[O-].[K+].[K+]>COCCOC.O.C1C=CC([P]([Pd]([P](C2C=CC=CC=2)(C2C=CC=CC=2)C2C=CC=CC=2)([P](C2C=CC=CC=2)(C2C=CC=CC=2)C2C=CC=CC=2)[P](C2C=CC=CC=2)(C2C=CC=CC=2)C2C=CC=CC=2)(C2C=CC=CC=2)C2C=CC=CC=2)=CC=1>[N:8]1[CH:9]=[CH:10][CH:11]=[CH:12][C:7]=1[N:5]1[CH:6]=[C:2]([C:19]2[CH:20]=[C:15]([CH:16]=[CH:17][CH:18]=2)[C:13]#[N:14])[CH:3]=[N:4]1 |f:2.3.4,^1:40,42,61,80|. Procedure details: A solution of 2-(4bromo-1H-pyrazol-1-yl)pyridine (0.446 g, 2.0 mmol), 3-cyanophenylboronic acid (0.302 g, 2.0 mmol), potassium carbonate (0.552 g, 4.0 mmol) in a mixture of ethylene glycol dimethyl ether (20 mL) and water (4 mL) was degassed by argon bubbling for 15 min., then tetrakis(triphenylphosphine)palladium(0) (20 mg, 0.017 mmol) was added and degassing continued a further 15 min. The resulting solution was stirred at 70° C. for 14 h, whereupon H2O (30 mL) was added, then extracted with E... The reactants are CC1(C)CCC(C)(C)c2cc(Br)c(O)cc21, CCCCCCC, [H-], CI, [Na+], CN(C)C=O, O. Product: COc1cc2c(cc1Br)C(C)(C)CCC2(C)C. RXN SMILES: [Br:3][c:4]1[cH:5][c:6]2[c:11]([cH:12][c:13]1[OH:14])[C:10]([CH3:15])([CH3:16])[CH2:9][CH2:8][C:7]2([CH3:17])[CH3:18].[CH3:27][CH2:28][CH2:29][CH2:30][CH2:31][CH2:32][CH3:33].[H-:1].[I:19][CH3:20].[Na+:2].[O:22]=[CH:23][N:24]([CH3:25])[CH3:26].[OH2:21]>>[Br:3][c:4]1[cH:5][c:6]2[c:11]([cH:12][c:13]1[O:14][CH3:20])[C:10]([CH3:15])([CH3:16])[CH2:9][CH2:8][C:7]2([CH3:17])[CH3:18]. The reactants are C=1(C(=CC=CC1)C(=O)CN1C(C(CN(C2=C1C=C(C=C2)C)C(C)=O)NC(=O)OC(C)(C)C)=O)C (1-(2-Toluoylmethyl)-2-oxo-3-tert-butoxycarbonylamino-5-acetyl-8-methyl-1,3,4,5-tetrahydro-2H-1,5-benzodiazepine). Solvent: Cl.O1CCOCC1 (HCl dioxane). Reaction conditions: temperature 50 celsius, time 1 hour. The product is C=1(C(=CC=CC1)C(=O)CN1C(C(CN(C2=C1C=C(C=C2)C)C(C)=O)N)=O)C (1-(2-toluoylmethyl)-2-oxo-3-amino-5-acetyl-8-methyl-1,3,4,5-tetrahydro-2H-1,5-benzodiazepine). The yield is 104.5%. Reaction SMILES: [C:1]1([CH3:34])[C:2]([C:7]([CH2:9][N:10]2[C:16]3[CH:17]=[C:18]([CH3:21])[CH:19]=[CH:20][C:15]=3[N:14]([C:22](=[O:24])[CH3:23])[CH2:13][CH:12]([NH:25]C(OC(C)(C)C)=O)[C:11]2=[O:33])=[O:8])=[CH:3][CH:4]=[CH:5][CH:6]=1>Cl.O1CCOCC1>[C:1]1([CH3:34])[C:2]([C:7]([CH2:9][N:10]2[C:16]3[CH:17]=[C:18]([CH3:21])[CH:19]=[CH:20][C:15]=3[N:14]([C:22](=[O:24])[CH3:23])[CH2:13][CH:12]([NH2:25])[C:11]2=[O:33])=[O:8])=[CH:3][CH:4]=[CH:5][CH:6]=1 |f:1.2|. Procedure details: 1-(2-Toluoylmethyl)-2-oxo-3-tert-butoxycarbonylamino-5-acetyl-8-methyl-1,3,4,5-tetrahydro-2H-1,5-benzodiazepine (1.00 g) was suspended in 4N HCl-dioxane (10 ml), the suspension was stirred for one hour at 50° C. The reaction mixture was concentrated under reduced pressure, the residue was dissolved in water, washed with diethyl ether, alkalified with saturated aqueous sodium bicarbonate, and extracted with methylene chloride. The organic layer was dried over anhydrous sodium sulfate, the solvent...